The task is: describe an organic reaction: reactants, conditions, products, and yield. This data is from the Open Reaction Database (ORD), a public repository of structured organic reaction records. Starting materials: C(C)(=O)OC[C@@H](C)N1C(C2=CC=C(C(=C2C=C1)C(NCC1=CC(=C(C=C1)C(F)(F)F)F)=O)C)=O ((R)-2-(5-(3-fluoro-4-(trifluoromethyl)benzyl-carbamoyl)-6-methyl-1-oxoisoquinolin-2(1H)-yl)propyl acetate), C([O-])([O-])=O.[K+].[K+] (potassium carbonate), CO (methanol). Run at time 1 hour. Product: FC=1C=C(CNC(=O)C=2C=3C=CN(C(C3C=CC2C)=O)[C@@H](CO)C)C=CC1C(F)(F)F ((R)—N-(3-Fluoro-4-(trifluoromethyl)benzyl)-2-(1-hydroxypropan-2-yl)-6-methyl-1-oxo-1,2-dihydroisoquinolin-5-carboxamide). Reaction SMILES: C([O:4][CH2:5][C@H:6]([N:8]1[CH:17]=[CH:16][C:15]2[C:10](=[CH:11][CH:12]=[C:13]([CH3:33])[C:14]=2[C:18](=[O:32])[NH:19][CH2:20][C:21]2[CH:26]=[CH:25][C:24]([C:27]([F:30])([F:29])[F:28])=[C:23]([F:31])[CH:22]=2)[C:9]1=[O:34])[CH3:7])(=O)C.C(=O)([O-])[O-].[K+].[K+].CO>>[F:31][C:23]1[CH:22]=[C:21]([CH:26]=[CH:25][C:24]=1[C:27]([F:30])([F:28])[F:29])[CH2:20][NH:19][C:18]([C:14]1[C:15]2[CH:16]=[CH:17][N:8]([C@H:6]([CH3:7])[CH2:5][OH:4])[C:9](=[O:34])[C:10]=2[CH:11]=[CH:12][C:13]=1[CH3:33])=[O:32] |f:1.2.3|. Procedure details: A round bottom flask was charged with (R)-2-(5-(3-fluoro-4-(trifluoromethyl)benzyl-carbamoyl)-6-methyl-1-oxoisoquinolin-2(1H)-yl)propyl acetate (0.47 g, 0.00093 mol), potassium carbonate (0.22 g, 0.0016 mol) and methanol (100 mL, 2 mol). The reaction was stirred at room temperature for 1 hour. The solvent was removed under reduced pressure and the residue was purified by reverse phase HPLC to afford the desired product as a an off white solid. Reactants: S(O)(O)(=O)=O (sulfuric acid), ClCC(C(CCl)O)O (1,4-dichloro-2,3-butanediol), O1OOCCC1 (trioxane), ClCC(C(CCl)O)O (1,4-dichloro-2,3-butanediol). Solvent: ClCCCl (1,2-dichloroethane). Conditions: time 8 hour. Yields the product ClCC1OCOC1CCl (4,5-Dichloromethyl-1,3-dioxolane). The yield is 89.5%. Reaction SMILES: [Cl:1][CH2:2][CH:3]([OH:8])[CH:4]([OH:7])[CH2:5][Cl:6].O1CC[CH2:12]OO1.S(=O)(=O)(O)O>ClCCCl>[Cl:1][CH2:2][CH:3]1[CH:4]([CH2:5][Cl:6])[O:7][CH2:12][O:8]1. Reported procedure: A three-neck 500-mL flask equipped with a thermometer, a mechanical stirrer, an addition funnel, a condenser, and a positive nitrogen atmosphere was charged with 1,4-dichloro-2,3-butanediol (50.0 g, 0.314 mole), trioxane (9.43 g, 0.314 mole), and 1,2-dichloroethane (EDC) (300 mL). The 1,4-dichloro-2,3-butanediol was not totally dissolved. Concentrated sulfuric acid (46.3 g, 0.455 mole) was then added dropwise over eight minutes. During the addition period, a slight exotherm was noticed and the f... Reactants: C1CCOC1, [Li+], CCOC(=O)C1CN(C)CCN1C1CCN(C(=O)C(Cc2cc(Cl)c(N)c(C(F)(F)F)c2)OC(=O)N2CCC(N3CCc4ccccc4NC3=O)CC2)CC1, [OH-]. Yields the product CN1CCN(C2CCN(C(=O)C(Cc3cc(Cl)c(N)c(C(F)(F)F)c3)OC(=O)N3CCC(N4CCc5ccccc5NC4=O)CC3)CC2)C(C(=O)O)C1. Reaction SMILES: [CH2:58]1[O:59][CH2:60][CH2:61][CH2:62]1.[Li+:2].[NH2:3][c:4]1[c:5]([Cl:57])[cH:6][c:7]([CH2:14][CH:15]([C:16](=[O:17])[N:18]2[CH2:19][CH2:20][CH:21]([N:24]3[CH:25]([C:31](=[O:32])[O:33][CH2:34][CH3:35])[CH2:26][N:27]([CH3:30])[CH2:28][CH2:29]3)[CH2:22][CH2:23]2)[O:36][C:37](=[O:38])[N:39]2[CH2:40][CH2:41][CH:42]([N:45]3[C:46](=[O:56])[NH:47][c:48]4[c:49]([cH:52][cH:53][cH:54][cH:55]4)[CH2:50][CH2:51]3)[CH2:43][CH2:44]2)[cH:8][c:9]1[C:10]([F:11])([F:12])[F:13].[OH-:1]>>[NH2:3][c:4]1[c:5]([Cl:57])[cH:6][c:7]([CH2:14][CH:15]([C:16](=[O:17])[N:18]2[CH2:19][CH2:20][CH:21]([N:24]3[CH:25]([C:31](=[O:32])[OH:33])[CH2:26][N:27]([CH3:30])[CH2:28][CH2:29]3)[CH2:22][CH2:23]2)[O:36][C:37](=[O:38])[N:39]2[CH2:40][CH2:41][CH:42]([N:45]3[C:46](=[O:56])[NH:47][c:48]4[c:49]([cH:52][cH:53][cH:54][cH:55]4)[CH2:50][CH2:51]3)[CH2:43][CH2:44]2)[cH:8][c:9]1[C:10]([F:11])([F:12])[F:13]. Yields the product C(C1=CC=CC=C1)OC1=C2C=C(N(C2=CC=C1)C)C(=O)Cl (4-Benzyloxy-1-methyl-1H-indole-2-carbonyl chloride). Reactants: C(C1=CC=CC=C1)OC1=C2C=C(N(C2=CC=C1)C)C(=O)O (4-benzyloxy-1-methyl-1H-indole-2-carboxylic acid), S(=O)(Cl)Cl (thionyl chloride). RXN SMILES: [CH2:1]([O:8][C:9]1[CH:17]=[CH:16][CH:15]=[C:14]2[C:10]=1[CH:11]=[C:12]([C:19]([OH:21])=O)[N:13]2[CH3:18])[C:2]1[CH:7]=[CH:6][CH:5]=[CH:4][CH:3]=1.S(Cl)([Cl:24])=O>C1C=CC=CC=1>[CH2:1]([O:8][C:9]1[CH:17]=[CH:16][CH:15]=[C:14]2[C:10]=1[CH:11]=[C:12]([C:19]([Cl:24])=[O:21])[N:13]2[CH3:18])[C:2]1[CH:7]=[CH:6][CH:5]=[CH:4][CH:3]=1. Procedure details: To a stirred suspension of 4-benzyloxy-1-methyl-1H-indole-2-carboxylic acid (0.75 g) in benzene (5 mL) was added thionyl chloride (2.8 mL) in benzene (5 mL) followed by heated at 80° C. for 45 min. to give a clear orange solution. Evaporation to dryness gave 0.80 g of the title compound as an orange solid, which was used without further purification. Run at temperature 80 celsius. Run in C1=CC=CC=C1 (benzene), C1=CC=CC=C1 (benzene). Starting materials: [BH4-], CCOC(=O)C(C)(CC#N)Cc1ccccc1, C1CCOC1, [Na+], O. The product is CC1(Cc2ccccc2)CCNC1=O. As a reaction SMILES: [BH4-:18].[C:1](#[N:2])[CH2:3][C:4]([C:5](=[O:6])[O:7][CH2:8][CH3:9])([CH3:10])[CH2:11][c:12]1[cH:13][cH:14][cH:15][cH:16][cH:17]1.[CH2:20]1[O:21][CH2:22][CH2:23][CH2:24]1.[Na+:19].[OH2:25]>>[CH2:1]1[NH:2][C:5](=[O:6])[C:4]([CH3:10])([CH2:11][c:12]2[cH:13][cH:14][cH:15][cH:16][cH:17]2)[CH2:3]1. Reactants: NCCCNC1=NC=CC=C1 (2-(3-aminopropylamino)pyridine), ClC=1C=C(CCl)C=CC1 (3-Chlorobenzyl chloride), O (water), [H-].[Na+] (Sodium hydride). The solvent is CS(=O)C (DMSO), CS(=O)C (DMSO), CS(=O)C (DMSO). Conditions: time 1 hour. The product is NCCCN(CC1=CC(=CC=C1)Cl)C1=NC=CC=C1 (2-[N-(3-aminopropyl)-N-(3-chlorobenzyl) amino]pyridine). The yield is 60.5%. Reaction SMILES: [H-].[Na+].[NH2:3][CH2:4][CH2:5][CH2:6][NH:7][C:8]1[CH:13]=[CH:12][CH:11]=[CH:10][N:9]=1.[Cl:14][C:15]1[CH:16]=[C:17]([CH:20]=[CH:21][CH:22]=1)[CH2:18]Cl.O>CS(C)=O>[NH2:3][CH2:4][CH2:5][CH2:6][N:7]([C:8]1[CH:13]=[CH:12][CH:11]=[CH:10][N:9]=1)[CH2:18][C:17]1[CH:20]=[CH:21][CH:22]=[C:15]([Cl:14])[CH:16]=1 |f:0.1|. Reported procedure: Sodium hydride (1.32 g) was dissolved in DMSO (25 ml) at 70°-75° C. under nitrogen. The solution was cooled and 2-(3-aminopropylamino)pyridine (7.56 g) in DMSO (20 ml) added at room temperature. 3-Chlorobenzyl chloride (8.86 g) in DMSO (15 ml) was added dropwise maintaining the temperature at 20°-25° C. After a further 1 hour, water was added (200 ml) and the mixture extracted with ether. The ether extracts were washed with 2N hydrochloric acid and the aqueous layer adjusted to pH 3.5. After ext... Reactants: [N+](=O)([O-])C=1C=CC(=NC1)C(C(=O)OC(C)(C)C)C(=O)OCC (tert-butyl ethyl (5-nitropyridin-2-yl)propanedioate), C(=O)(C(F)(F)F)O.C(Cl)Cl (TFA DCM). Conditions: time 5 hour. Product: [N+](=O)([O-])C=1C=CC(=NC1)CC(=O)OCC (ethyl (5-nitropyridin-2-yl)acetate). RXN SMILES: [N+:1]([C:4]1[CH:5]=[CH:6][C:7]([CH:10](C(OCC)=O)[C:11]([O:13][C:14](C)(C)[CH3:15])=[O:12])=[N:8][CH:9]=1)([O-:3])=[O:2].C(O)(C(F)(F)F)=O.C(Cl)Cl>>[N+:1]([C:4]1[CH:5]=[CH:6][C:7]([CH2:10][C:11]([O:13][CH2:14][CH3:15])=[O:12])=[N:8][CH:9]=1)([O-:3])=[O:2] |f:1.2|. Reported procedure: A mixture of tert-butyl ethyl (5-nitropyridin-2-yl)propanedioate (4.10 g, 13.2 mmol) in a mixed solution of TFA/DCM (4 mL/20 mL) was stirred for 5 hours at room temperature. The mixture was concentrated under reduce pressure. The residue was dissolved with DCM, washed with sat. NaHCO3, dried over anhydrous Na2SO4 and concentrated to give title compound. 1H-NMR (400 MHz, CDCl3) δ 9.41 (s, 1H), 8.58 (d, J=8.4 Hz, 1H), 7.64 (d, J=8.4 Hz, 1H), 4.16 (q, J=7.2 Hz, 2H), 4.02 (s, 2H), 1.22 (t, J=7.2 Hz,... Reaction SMILES: [Cl:27][CH2:28][Cl:29].[F:1][C:2]([CH2:3][n:4]1[n:5][cH:6][n:7][c:8]1-[c:9]1[cH:10][c:11]2[n:17]([n:18]1)-[c:16]1[c:15]([cH:22][cH:21][c:20]([CH2:23][OH:24])[cH:19]1)[O:14][CH2:13][CH2:12]2)([F:25])[F:26]>>[F:1][C:2]([CH2:3][n:4]1[n:5][cH:6][n:7][c:8]1-[c:9]1[cH:10][c:11]2[n:17]([n:18]1)-[c:16]1[c:15]([cH:22][cH:21][c:20]([CH:23]=[O:24])[cH:19]1)[O:14][CH2:13][CH2:12]2)([F:25])[F:26]. The reactants are ClCCl, OCc1ccc2c(c1)-n1nc(-c3ncnn3CC(F)(F)F)cc1CCO2. Product: O=Cc1ccc2c(c1)-n1nc(-c3ncnn3CC(F)(F)F)cc1CCO2. The reactants are BrC1=C(C#N)C=CC(=C1)F (2-bromo-4-fluorobenzonitrile), [F-].[K+] (potassium fluoride), FC1=C(C=C(C=C1)[N+](=O)[O-])B1OC(C(O1)(C)C)(C)C (2-(2-fluoro-5-nitrophenyl)-4,4,5,5-tetramethyl-[1,3,2]dioxaborolane). Run in O1CCCC1 (tetrahydrofuran). Run at time 15 minute. Product: FC1=CC=C(C(=C1)C1=C(C=CC(=C1)[N+](=O)[O-])F)C#N (5,2′-Difluoro-5′-nitrobiphenyl-2-carbonitrile). RXN SMILES: Br[C:2]1[CH:9]=[C:8]([F:10])[CH:7]=[CH:6][C:3]=1[C:4]#[N:5].[F-].[K+].[F:13][C:14]1[CH:19]=[CH:18][C:17]([N+:20]([O-:22])=[O:21])=[CH:16][C:15]=1B1OC(C)(C)C(C)(C)O1>O1CCCC1>[F:10][C:8]1[CH:9]=[C:2]([C:15]2[CH:16]=[C:17]([N+:20]([O-:22])=[O:21])[CH:18]=[CH:19][C:14]=2[F:13])[C:3]([C:4]#[N:5])=[CH:6][CH:7]=1 |f:1.2|. Reported procedure: A suspension of 2-bromo-4-fluorobenzonitrile (2.50 g, 12.5 mmol), potassium fluoride (2.40 g, 41.3 mmol) and 2-(2-fluoro-5-nitrophenyl)-4,4,5,5-tetramethyl-[1,3,2]dioxaborolane (4.67 g, 17.5 mmol) in tetrahydrofuran (50 ml) was degassed with nitrogen for 30 min. Tris(dibenzylideneacetone)dipalladium(0) and tri-tert-butylphosphine (0.2 M solution in 1,4-dioxane, 3.7 ml) were added and the mixture stirred at ambient temperature for 15 min then at 50° C. for 18 h. After cooling to ambient temperatu...